From a dataset of the Open Reaction Database (ORD), a public repository of structured organic reaction records. describe an organic reaction: reactants, conditions, products, and yield The reactants are [Cl-].C1(=CC=CC=C1)[N+]1=NC=C(C(=C1Cl)Cl)N (1-phenyl-4-amino-5,6-dichloropyridazinium chloride), NC1=CC=CC=C1 (aniline), Cl (hydrochloric acid). Solvent: O (water). Reaction conditions: temperature 10 celsius. Product: [Cl-].C1(=CC=CC=C1)[N+]1=NC=C(C(=C1NC1=CC=CC=C1)Cl)N (1-phenyl-4-amino-5-chloro-6-anilinopyridazinium chloride). The yield is 84.6%. As a reaction SMILES: [Cl-].[C:2]1([N+:8]2[C:13]([Cl:14])=[C:12]([Cl:15])[C:11]([NH2:16])=[CH:10][N:9]=2)[CH:7]=[CH:6][CH:5]=[CH:4][CH:3]=1.[NH2:17][C:18]1[CH:23]=[CH:22][CH:21]=[CH:20][CH:19]=1.Cl>O>[Cl-:14].[C:2]1([N+:8]2[C:13]([NH:17][C:18]3[CH:23]=[CH:22][CH:21]=[CH:20][CH:19]=3)=[C:12]([Cl:15])[C:11]([NH2:16])=[CH:10][N:9]=2)[CH:7]=[CH:6][CH:5]=[CH:4][CH:3]=1 |f:0.1,5.6|. Procedure details: 30 parts of 1-phenyl-4-amino-5,6-dichloropyridazinium chloride in 150 parts of water is stirred with 18 parts of aniline for 10 minutes at 50° C. The solution has 50 parts of concentrated hydrochloric acid added to it and is cooled to 10° C. 30.5 parts (84.6% of theory) of 1-phenyl-4-amino-5-chloro-6-anilinopyridazinium chloride is obtained; C16H14N4Cl2, melting point (with decomposition) 130° C after having been recrystallized from water. Starting materials: CO (methanol), [C@@H]1([C@H](O)[C@H](O)[C@@H](CO)O1)N1C=NC2=C(N)[N+](=CN=C12)[O-] (adenosine 1-oxide), [OH-].[Na+] (sodium hydroxide), C(=S)=S (carbon disulfide), aqueous solution. Product: C1=NC2=C(NC(=S)N=C2N1[C@H]3[C@@H]([C@@H]([C@H](O3)CO)O)O)N (2-thioadenosine). The yield is 92.0%. As a reaction SMILES: [C@@H:1]1([N:10]2[C:19]3[C:13](=[C:14]([N+:16]([O-])=[CH:17][N:18]=3)[NH2:15])[N:12]=[CH:11]2)[O:9][C@H:6]([CH2:7][OH:8])[C@@H:4]([OH:5])[C@H:2]1[OH:3].[OH-].[Na+].CO.C(=S)=[S:26]>>[CH:11]1[N:10]([C@@H:1]2[O:9][C@H:6]([CH2:7][OH:8])[C@@H:4]([OH:5])[C@H:2]2[OH:3])[C:19]2[C:13](=[C:14]([NH2:15])[NH:16][C:17]([N:18]=2)=[S:26])[N:12]=1 |f:1.2|. Reported procedure: 8.0 g of adenosine 1-oxide (26.67 mmol) was refluxed in 75 ml of a 5N sodium hydroxide aqueous solution for 15 minutes. The resulting liquid was neutralized to a pH of 5.0 with Amberlite IRC-50 (H+-type) and concentrated to a small volume to prepare 1-β-D-ribofuranosyl-5-aminoimidazole-4-carboxamide oxime. To this was added 200 ml of an aqueous solution containing 175 ml of methanol, the resulting solution being found to have a pH of 9. 50 ml of carbon disulfide was added to the solution, and th... Starting materials: C(CCCC)C12CCC(CC1)(CC2)C2=CC=C(C=O)C=C2 (4-(4-pentylbicyclo[2.2.2]octyl)benzaldehyde), OCC(O)CO (glycerol), pyridinium-(toluyl-4-sulphonate), C1(=CC=CC=C1)C (toluene), C1(=CC=CC=C1)C.O (toluene water). The product is O[C@H]1OC[C@@H](OC1)C1=CC=C(C=C1)C12CCC(CC1)(CC2)CCCCC (1-[4-(trans-5-hydroxydioxan-2-yl)phenyl]-4-pentylbicyclo[2.2.2]octane). Yield: 25.0%. RXN SMILES: [CH2:1]([C:6]12[CH2:13][CH2:12][C:9]([C:14]3[CH:21]=[CH:20][C:17]([CH:18]=[O:19])=[CH:16][CH:15]=3)([CH2:10][CH2:11]1)[CH2:8][CH2:7]2)[CH2:2][CH2:3][CH2:4][CH3:5].[OH:22][CH2:23]C(CO)O.[C:28]1([CH3:34])C=CC=CC=1.C1(C)C=CC=CC=1.[OH2:42]>>[OH:42][C@@H:28]1[CH2:34][O:19][C@@H:18]([C:17]2[CH:20]=[CH:21][C:14]([C:9]34[CH2:8][CH2:7][C:6]([CH2:1][CH2:2][CH2:3][CH2:4][CH3:5])([CH2:13][CH2:12]3)[CH2:11][CH2:10]4)=[CH:15][CH:16]=2)[CH2:23][O:22]1 |f:3.4|. Procedure: A solution of 4-(4-pentylbicyclo[2.2.2]octyl)benzaldehyde (2.5 g, 8.5 mmol), glycerol (1.0 g, 8.5 mmol), pyridinium-(toluyl-4-sulphonate) (0.2 g) and toluene is heated for over 2 h so that the toluene/water mixture generated is continuously distilled off. The solution is evaporated down and the residue purified by column chromatography on silica gel using a 7:3 hexane/ethyl acetate mixture as eluent and recrystallisation from ethanol to yield 0.75 g (25%) of the 1-[4-(trans-5-hydroxydioxan-2-yl)... Reactants: N#Cc1cc(Br)ccc1-c1ccnc(F)c1, CC(C)(C)OC(=O)C[Zn+], C1CCOC1, [Cl-]. The product is CC(C)(C)OC(=O)Cc1ccc(-c2ccnc(F)c2)c(C#N)c1. RXN SMILES: [Br:1][c:2]1[cH:3][cH:4][c:5](-[c:10]2[cH:11][c:12]([F:16])[n:13][cH:14][cH:15]2)[c:6]([C:7]#[N:8])[cH:9]1.[C:18]([CH3:19])([CH3:20])([CH3:21])[O:22][C:23]([CH2:24][Zn+:25])=[O:26].[CH2:27]1[O:28][CH2:29][CH2:30][CH2:31]1.[Cl-:17]>>[c:2]1([CH2:24][C:23]([O:22][C:18]([CH3:19])([CH3:20])[CH3:21])=[O:26])[cH:3][cH:4][c:5](-[c:10]2[cH:11][c:12]([F:16])[n:13][cH:14][cH:15]2)[c:6]([C:7]#[N:8])[cH:9]1. Reactants: ClC1=NC=NC(=C1[N+](=O)[O-])N(CC)CC (4 -chloro-6-diethylamino-5-nitropyrimidine), CO (CH3OH), CO (CH3OH). The solvent is [Na] (sodium). The product is C(C)N(C1=NC=NC(=C1[N+](=O)[O-])OC)CC (4-diethylamino-6-methoxy-5-nitropyrimidine). RXN SMILES: Cl[C:2]1[C:7]([N+:8]([O-:10])=[O:9])=[C:6]([N:11]([CH2:14][CH3:15])[CH2:12][CH3:13])[N:5]=[CH:4][N:3]=1.[CH3:16][OH:17]>[Na]>[CH2:12]([N:11]([CH2:14][CH3:15])[C:6]1[C:7]([N+:8]([O-:10])=[O:9])=[C:2]([O:17][CH3:16])[N:3]=[CH:4][N:5]=1)[CH3:13] |^1:17|. Procedure: In a sulphonation flask are dissolved 17.25 g sodium metal in 1000 ml absolute CH3OH. The reaction mixture is cooled to ambient temperature and then a solution of 116 g 4 -chloro-6-diethylamino-5-nitropyrimidine in 500 ml absolute CH3OH is added dropwise thereto. The reaction temperature rises from 22° to 32°. The reaction mixture is then heated for one hour under reflux. The reaction mixture is cooled and concentrated. The residue is taken up in diethylether, washed with water, the organic phas... Starting materials: OBO, Brc1ccccc1, Fc1cc(C(F)(F)F)ccc1-c1cc(C(F)(F)F)nc(Cl)n1. Product: Fc1cc(C(F)(F)F)ccc1-c1cc(C(F)(F)F)nc(-c2cccc(Br)c2)n1. As a reaction SMILES: [BH:23]([OH:24])[OH:25].[Br:26][c:27]1[cH:28][cH:29][cH:30][cH:31][cH:32]1.[Cl:1][c:2]1[n:3][c:4]([C:19]([F:20])([F:21])[F:22])[cH:5][c:6](-[c:8]2[c:9]([F:18])[cH:10][c:11]([C:14]([F:15])([F:16])[F:17])[cH:12][cH:13]2)[n:7]1>>[c:2]1(-[c:31]2[cH:30][cH:29][cH:28][c:27]([Br:26])[cH:32]2)[n:3][c:4]([C:19]([F:20])([F:21])[F:22])[cH:5][c:6](-[c:8]2[c:9]([F:18])[cH:10][c:11]([C:14]([F:15])([F:16])[F:17])[cH:12][cH:13]2)[n:7]1. Starting materials: CCCCCC(CCCCCCCCCC)O (6-hexadecanol), CCCCCCC(CCCCCCCCC)O (7-hexadecanol), CCCCCCCC(CCCCCCCC)O (8-hexadecanol). Product: CCCCC(CCCCCCCCCCC)O (5-hexadecanol). As a reaction SMILES: C[CH2:2][CH2:3][CH2:4][CH2:5][CH:6]([OH:17])[CH2:7][CH2:8][CH2:9][CH2:10][CH2:11][CH2:12][CH2:13][CH2:14][CH2:15][CH3:16].[CH3:18]CCCCCC(O)CCCCCCCCC.CCCCCCCC(O)CCCCCCCC>>[CH3:2][CH2:3][CH2:4][CH2:5][CH:6]([OH:17])[CH2:7][CH2:8][CH2:9][CH2:10][CH2:11][CH2:12][CH2:13][CH2:14][CH2:15][CH2:16][CH3:18]. Reported procedure: 6-hexadecanol; 7-hexadecanol; 8-hexadecanol;